Dataset: the Open Reaction Database (ORD), a public repository of structured organic reaction records. Task: describe an organic reaction: reactants, conditions, products, and yield Starting materials: Cc1cc(C)cc(-c2[nH]c3ccc(N)cc3c2CCN(CCCCc2ccc(N)c(S(C)(=O)=O)c2S(C)(=O)=O)C(=O)OC(C)(C)C)c1, CC(=O)OC(C)=O, c1ccncc1. Product: CC(=O)Nc1ccc2[nH]c(-c3cc(C)cc(C)c3)c(CCN(CCCCc3ccc(N)c(S(C)(=O)=O)c3S(C)(=O)=O)C(=O)OC(C)(C)C)c2c1. As a reaction SMILES: [C:1]([CH3:2])([CH3:3])([CH3:4])[O:5][C:6]([N:7]([CH2:8][CH2:9][CH2:10][CH2:11][c:12]1[c:13]([S:23](=[O:24])(=[O:25])[CH3:26])[c:14]([S:19](=[O:20])(=[O:21])[CH3:22])[c:15]([NH2:18])[cH:16][cH:17]1)[CH2:27][CH2:28][c:29]1[c:30](-[c:39]2[cH:40][c:41]([CH3:46])[cH:42][c:43]([CH3:45])[cH:44]2)[nH:31][c:32]2[cH:33][cH:34][c:35]([NH2:38])[cH:36][c:37]12)=[O:47].[CH3:48][C:49](=[O:50])[O:51][C:52](=[O:53])[CH3:54].[cH:55]1[cH:56][cH:57][n:58][cH:59][cH:60]1>>[C:1]([CH3:2])([CH3:3])([CH3:4])[O:5][C:6]([N:7]([CH2:8][CH2:9][CH2:10][CH2:11][c:12]1[c:13]([S:23](=[O:24])(=[O:25])[CH3:26])[c:14]([S:19](=[O:20])(=[O:21])[CH3:22])[c:15]([NH2:18])[cH:16][cH:17]1)[CH2:27][CH2:28][c:29]1[c:30](-[c:39]2[cH:40][c:41]([CH3:46])[cH:42][c:43]([CH3:45])[cH:44]2)[nH:31][c:32]2[cH:33][cH:34][c:35]([NH:38][C:49]([CH3:48])=[O:50])[cH:36][c:37]12)=[O:47]. Reaction conditions: temperature 100 celsius, time 4 hour. Reactants: ClC=1C=CC2=C(C(=CC3=C(S2)C=CC(=C3)C)N3CCN(CC3)CCN3C(OCC3)=O)C1 (3-{2-[4-(8-chloro-2-methyl-dibenzo[b,f]thiepin-10-yl)-1-piperazinyl]-ethyl}-2-oxazolidinone), [BH4-].[Na+] (sodium borohydride), C(C(=O)O)(=O)O (oxalic acid). Yields the product ClC=1C=CC2=C(C(CC3=C(S2)C=CC(=C3)C)N3CCN(CC3)CCN3C(OCC3)=O)C1 (3-{2-[4-(8-chloro-10,11-dihydro-2-methyl-dibenzo[b,f]thiepin-10-yl)-1 -piperazinyl]-ethyl}-2-oxazolidinone). Solvent: COCCOCCOC (diglyme), COCCOCCOC (diethyleneglycol dimethyl ether). RXN SMILES: [Cl:1][C:2]1[CH:3]=[CH:4][C:5]2[S:11][C:10]3[CH:12]=[CH:13][C:14]([CH3:16])=[CH:15][C:9]=3[CH:8]=[C:7]([N:17]3[CH2:22][CH2:21][N:20]([CH2:23][CH2:24][N:25]4[CH2:29][CH2:28][O:27][C:26]4=[O:30])[CH2:19][CH2:18]3)[C:6]=2[CH:31]=1.[BH4-].[Na+].C(O)(=O)C(O)=O>COCCOCCOC>[Cl:1][C:2]1[CH:3]=[CH:4][C:5]2[S:11][C:10]3[CH:12]=[CH:13][C:14]([CH3:16])=[CH:15][C:9]=3[CH2:8][CH:7]([N:17]3[CH2:18][CH2:19][N:20]([CH2:23][CH2:24][N:25]4[CH2:29][CH2:28][O:27][C:26]4=[O:30])[CH2:21][CH2:22]3)[C:6]=2[CH:31]=1 |f:1.2|. Procedure details: 1.0 G. of 3-{2-[4-(8-chloro-2-methyl-dibenzo[b,f]thiepin-10-yl)-1-piperazinyl]-ethyl}-2-oxazolidinone is stirred at room temperature with 50 ml. of diethyleneglycol dimethyl ether (diglyme) and 0.6 g. of sodium borohydride for 30 minutes under an atmosphere of argon. Thereafter, a solution of 2.8 g. of oxalic acid (C2H2O4 . 2H2 o) in 15 ml. of diglyme is added dropwise at 20°-30° C. The mixture is stirred at 100° C. for 4 hours, and subsequently evaporated under reduced pressure. The residue is ... Starting materials: SC=1NC=CN1 (2-mercaptoimidazole), C([O-])([O-])=O.[K+].[K+] (potassium carbonate), O (water), BrCC1=C(C=NC2=C(C=CC=C12)NC(C1=C(C=CC=C1Cl)Cl)=O)C(=O)OCC (4-bromomethyl-8-(2,6-dichlorobenzoylamino)-3-ethoxycarbonylquinoline). The solvent is CN(C=O)C (dimethylformamide). Reaction conditions: time 15 minute. Product: ClC1=C(C(=O)NC=2C=CC=C3C(=C(C=NC23)C(=O)OCC)CSC=2NC=CN2)C(=CC=C1)Cl (8-(2,6-dichlorobenzoylamino)-3-ethoxycarbonyl-4-[(imidazol-2-yl)thiomethyl]quinoline). The yield is 92.2%. RXN SMILES: [SH:1][C:2]1[NH:3][CH:4]=[CH:5][N:6]=1.C(=O)([O-])[O-].[K+].[K+].Br[CH2:14][C:15]1[C:24]2[C:19](=[C:20]([NH:25][C:26](=[O:35])[C:27]3[C:32]([Cl:33])=[CH:31][CH:30]=[CH:29][C:28]=3[Cl:34])[CH:21]=[CH:22][CH:23]=2)[N:18]=[CH:17][C:16]=1[C:36]([O:38][CH2:39][CH3:40])=[O:37].O>CN(C)C=O>[Cl:34][C:28]1[CH:29]=[CH:30][CH:31]=[C:32]([Cl:33])[C:27]=1[C:26]([NH:25][C:20]1[CH:21]=[CH:22][CH:23]=[C:24]2[C:19]=1[N:18]=[CH:17][C:16]([C:36]([O:38][CH2:39][CH3:40])=[O:37])=[C:15]2[CH2:14][S:1][C:2]1[NH:3][CH:4]=[CH:5][N:6]=1)=[O:35] |f:1.2.3|. Reported procedure: To a solution of 2-mercaptoimidazole (27.4 mg) in dimethylformamide (1.5 ml) was added potassium carbonate (51.6 mg) under ice-cooling, and the mixture was stirred for 15 minutes at the same temperature. To the mixture was added 4-bromomethyl-8-(2,6-dichlorobenzoylamino)-3-ethoxycarbonylquinoline (120 mg) under ice-cooling, and the mixture was stirred for 1 hour at ambient temperature. To the mixture was added water under ice-cooling, and the resulting precipitate was collected by filtration and...